From a dataset of the Open Reaction Database (ORD), a public repository of structured organic reaction records. describe an organic reaction: reactants, conditions, products, and yield Reactants: COC=1C=C(CO)C=C(C1)OC (3,5-Dimethoxy benzylalcohol), [Cr](=O)(=O)([O-])Cl.[NH+]1=CC=CC=C1 (pyridinium chlorochromate). The solvent is C(Cl)Cl (CH2Cl2), C(Cl)Cl (CH2Cl2). Product: COC=1C=C(C=O)C=C(C1)OC (3,5-Dimethoxybenzaldehyde). Yield: 89.7%. RXN SMILES: [CH3:1][O:2][C:3]1[CH:4]=[C:5]([CH:8]=[C:9]([O:11][CH3:12])[CH:10]=1)[CH2:6][OH:7].[Cr](Cl)([O-])(=O)=O.[NH+]1C=CC=CC=1>C(Cl)Cl>[CH3:12][O:11][C:9]1[CH:8]=[C:5]([CH:4]=[C:3]([O:2][CH3:1])[CH:10]=1)[CH:6]=[O:7] |f:1.2|. Procedure details: Alcohol 4 (17.5 g, 0.11 mol) in CH2Cl2 (50 mL) was added slowly to a dry stirred suspension of freshly prepared pyridinium chlorochromate (33.64 g 0.16 mol) in CH2Cl2 (100 mL) at 0.degree. C. The reaction mixture was stirred for 2 h at rt after which the solvent was removed under reduced pressure on a rotatory evaporator. The residue from the reaction mixture was washed with diethyl ether (3×150 mL) and then filtered. The organic filtrate was diluted with a saturated aq solution of NaHCO33 (250 ... Starting materials: CCO, COc1ccc2c(c1)c(C)c(CC(C)(C)C(=O)O)n2Cc1ccc([N+](=O)[O-])cc1. Product: COc1ccc2c(c1)c(C)c(CC(C)(C)C(=O)O)n2Cc1ccc(N)cc1. RXN SMILES: [CH3:30][CH2:31][OH:32].[N+:1]([O-:2])(=[O:3])[c:4]1[cH:5][cH:6][c:7]([CH2:8][n:9]2[c:10]([CH2:21][C:22]([C:23](=[O:24])[OH:25])([CH3:26])[CH3:27])[c:11]([CH3:20])[c:12]3[cH:13][c:14]([O:18][CH3:19])[cH:15][cH:16][c:17]23)[cH:28][cH:29]1>>[NH2:1][c:4]1[cH:5][cH:6][c:7]([CH2:8][n:9]2[c:10]([CH2:21][C:22]([C:23](=[O:24])[OH:25])([CH3:26])[CH3:27])[c:11]([CH3:20])[c:12]3[cH:13][c:14]([O:18][CH3:19])[cH:15][cH:16][c:17]23)[cH:28][cH:29]1.